Dataset: the Open Reaction Database (ORD), a public repository of structured organic reaction records. Task: describe an organic reaction: reactants, conditions, products, and yield Reactants: CN(C)CC1=CC(=NC=C1)CSCCN (2-(4-dimethylaminomethyl-2-pyridylmethylthio)ethylamine), CS(=O)C=1NC=CC1[N+](=O)[O-] (2-methylsulphinyl-3-nitropyrrole). Run in C(C)O (ethanol). The product is CN(C)CC1=CC(=NC=C1)CSCCNC=1NC=CC1[N+](=O)[O-] (2-[2-(4-dimethylaminomethyl-2-pyridylmethylthio)ethylamino]-3-nitropyrrole). Isolated yield 15.0%. Reaction SMILES: [CH3:1][N:2]([CH2:4][C:5]1[CH:10]=[CH:9][N:8]=[C:7]([CH2:11][S:12][CH2:13][CH2:14][NH2:15])[CH:6]=1)[CH3:3].CS([C:19]1[NH:20][CH:21]=[CH:22][C:23]=1[N+:24]([O-:26])=[O:25])=O>C(O)C>[CH3:3][N:2]([CH2:4][C:5]1[CH:10]=[CH:9][N:8]=[C:7]([CH2:11][S:12][CH2:13][CH2:14][NH:15][C:19]2[NH:20][CH:21]=[CH:22][C:23]=2[N+:24]([O-:26])=[O:25])[CH:6]=1)[CH3:1]. Procedure: A solution of 2-(4-dimethylaminomethyl-2-pyridylmethylthio)ethylamine (0.325 g) and 2-methylsulphinyl-3-nitropyrrole (0.25 g) was refluxed in ethanol (12 ml) over 6 days. The solution was evaporated to dryness and the residue was chromatographed on silica gel eluted with 10% methanol/chloroform to give 2-[2-(4-dimethylaminomethyl-2-pyridylmethylthio)ethylamino]-3-nitropyrrole (0.072 g) as a yellow solid The reactants are C([O-])([O-])=O.[Cs+].[Cs+] (Cesium carbonate), CC1=C(C=CC=C1N)O (2-methyl-3-aminophenol), BrCC#N (bromoacetonitrile). Solvent: CC(=O)CC (methylethylketone). Conditions: time 14 hour. Product: CC1=C(OCC#N)C=CC=C1N ((2-methyl-3-aminophenoxy)acetonitrile). Yield: 78.7%. RXN SMILES: [CH3:1][C:2]1[C:7]([NH2:8])=[CH:6][CH:5]=[CH:4][C:3]=1[OH:9].C(=O)([O-])[O-].[Cs+].[Cs+].Br[CH2:17][C:18]#[N:19]>CC(CC)=O>[CH3:1][C:2]1[C:7]([NH2:8])=[CH:6][CH:5]=[CH:4][C:3]=1[O:9][CH2:17][C:18]#[N:19] |f:1.2.3|. Procedure: 2-methyl-3-aminophenol (20.1 g, 0.163 mol) was dissolved in methylethylketone (MEK) (150 ml). Cesium carbonate (106 g, 0.326 mmol) was added in portions followed by dropwise addition of bromoacetonitrile (29.3 g, 0.245 mol) over 30 min. The mixture was stirred 14 hr at room temperature, then filtered through a coarse fritted funnel. The solids were washed with ethylacetate (2×100 ml) and the combined washings and filtrate were concentrated at reduced pressure to give 20.8 g (79% yield) of (2-met... The solvent is CO (methanol), CO (methanol). The reactants are CC1=NNC(=C1CC1=C(C(=CC=C1)C(F)(F)F)C)N (3-methyl-4-{[2-methyl-3-(trifluoromethyl)phenyl]methyl}-1H-pyrazol-5-amine), C(CC(=O)OC)(=O)OC (dimethyl propanedioate), C[O-].[Na+] (sodium methoxide). Procedure: To a solution of 3-methyl-4-{[2-methyl-3-(trifluoromethyl)phenyl]methyl}-1H-pyrazol-5-amine (2.0 g, 7.43 mmol), dimethyl propanedioate (1.03 g, 7.8 mmol) and in methanol (20 mL) stirred under nitrogen at 20° C. was added a solution of sodium methoxide (3.21 g, 14.9 mmol) in methanol (20 mL) dropwise during 15 minutes. The reaction mixture was stirred at 80° C. for overnight. After the reaction mixture was cooled to room temperature, precipitate was collected by filtration, then washed with metha... The product is CC1=NN2C(NC(CC2=O)=O)=C1CC1=C(C(=CC=C1)C(F)(F)F)C (2-methyl-3-{[2-methyl-3-(trifluoromethyl)phenyl]methyl}pyrazolo[1,5-a]pyrimidine-5,7(4H,6H)-dione). Reaction SMILES: [CH3:1][C:2]1[C:6]([CH2:7][C:8]2[CH:13]=[CH:12][CH:11]=[C:10]([C:14]([F:17])([F:16])[F:15])[C:9]=2[CH3:18])=[C:5]([NH2:19])[NH:4][N:3]=1.[C:20](OC)(=[O:26])[CH2:21][C:22](OC)=[O:23].C[O-].[Na+]>CO>[CH3:1][C:2]1[C:6]([CH2:7][C:8]2[CH:13]=[CH:12][CH:11]=[C:10]([C:14]([F:15])([F:17])[F:16])[C:9]=2[CH3:18])=[C:5]2[NH:19][C:20](=[O:26])[CH2:21][C:22](=[O:23])[N:4]2[N:3]=1 |f:2.3|. Run at temperature 80 celsius, time 8 hour. The reactants are Cl.C(C)OC(=O)[C@H]1CNC[C@@H]1C(NC1=C(C=C(C=C1)N1C(C=CC=C1)=O)F)=O ((3R,4R)-4-[2-Fluoro-4-(2-oxo-2H-pyridin-1-yl)-phenylcarbamoyl]-pyrrolidine-3-carboxylic acid ethyl ester hydrochloride), C(=O)([O-])[O-].[K+].[K+] (K2CO3), BrCC(=O)NC1=NC=C(C=C1)Cl (2-Bromo-N-(5-chloro-2-pyridinyl)-acetamide). Solvent: C(C)#N (acetonitrile). Conditions: temperature 25 celsius, time 18 hour. Yields the product C(C)OC(=O)[C@H]1CN(C[C@@H]1C(NC1=C(C=C(C=C1)N1C(C=CC=C1)=O)F)=O)CC(NC1=NC=C(C=C1)Cl)=O ((3R,4R)-1-[(5-chloro-pyridin-2-ylcarbamoyl)-methyl]-4-[2-fluoro-4-(2-oxo-2H-pyridin-1-yl)-phenylcarba-moyl]-pyrrolidine-3-carboxylic acid ethyl ester). The yield is 48.7%. Reaction SMILES: Cl.[CH2:2]([O:4][C:5]([C@@H:7]1[C@@H:11]([C:12](=[O:28])[NH:13][C:14]2[CH:19]=[CH:18][C:17]([N:20]3[CH:25]=[CH:24][CH:23]=[CH:22][C:21]3=[O:26])=[CH:16][C:15]=2[F:27])[CH2:10][NH:9][CH2:8]1)=[O:6])[CH3:3].C([O-])([O-])=O.[K+].[K+].Br[CH2:36][C:37]([NH:39][C:40]1[CH:45]=[CH:44][C:43]([Cl:46])=[CH:42][N:41]=1)=[O:38]>C(#N)C>[CH2:2]([O:4][C:5]([C@@H:7]1[C@@H:11]([C:12](=[O:28])[NH:13][C:14]2[CH:19]=[CH:18][C:17]([N:20]3[CH:25]=[CH:24][CH:23]=[CH:22][C:21]3=[O:26])=[CH:16][C:15]=2[F:27])[CH2:10][N:9]([CH2:36][C:37](=[O:38])[NH:39][C:40]2[CH:45]=[CH:44][C:43]([Cl:46])=[CH:42][N:41]=2)[CH2:8]1)=[O:6])[CH3:3] |f:0.1,2.3.4|. Procedure details: (3R,4R)-4-[2-Fluoro-4-(2-oxo-2H-pyridin-1-yl)-phenylcarbamoyl]-pyrrolidine-3-carboxylic acid ethyl ester hydrochloride (0.315 g; synthesis described in EP04101265.9 example 28 step 3) is suspended in acetonitrile (10 ml) and K2CO3 (0.425 g) is added as solid. 2-Bromo-N-(5-chloro-2-pyridinyl)-acetamide (0.23 g) is added and the reaction mixture is stirred at 25° C. for 18 h. After that the mixture is heated for 3 h to 80° C., cooled to 25° C. and filtered. The filtrate is evaporated to dryness fo... The reactants are ClC1=NC2=CC(=CC(=C2C(=C1C)Cl)F)F (2,4-dichloro-5,7-difluoro-3-methylquinoline), CSC=1C=C(C=NC1)B(O)O (5-(methylthio)pyridin-3-ylboronic acid), C([O-])([O-])=O.[Na+].[Na+] (sodium carbonate), O1CCOCC1 (1,4-dioxane). The reagents and catalysts are Cl[Pd]([P](C1=CC=CC=C1)(C2=CC=CC=C2)C3=CC=CC=C3)([P](C4=CC=CC=C4)(C5=CC=CC=C5)C6=CC=CC=C6)Cl (trans-dichlorobis(triphenylphosphine)palladium). Run in O (water). Conditions: temperature 95 celsius, time 2 hour. Product: ClC1=C(C(=NC2=CC(=CC(=C12)F)F)C=1C=NC=C(C1)SC)C (4-chloro-5,7-difluoro-3-methyl-2-(5-(methylthio)pyridin-3-yl)quinoline). As a reaction SMILES: Cl[C:2]1[C:11]([CH3:12])=[C:10]([Cl:13])[C:9]2[C:4](=[CH:5][C:6]([F:15])=[CH:7][C:8]=2[F:14])[N:3]=1.[CH3:16][S:17][C:18]1[CH:19]=[C:20](B(O)O)[CH:21]=[N:22][CH:23]=1.C(=O)([O-])[O-].[Na+].[Na+].O1CCOCC1>Cl[Pd](Cl)([P](C1C=CC=CC=1)(C1C=CC=CC=1)C1C=CC=CC=1)[P](C1C=CC=CC=1)(C1C=CC=CC=1)C1C=CC=CC=1.O>[Cl:13][C:10]1[C:9]2[C:4](=[CH:5][C:6]([F:15])=[CH:7][C:8]=2[F:14])[N:3]=[C:2]([C:20]2[CH:21]=[N:22][CH:23]=[C:18]([S:17][CH3:16])[CH:19]=2)[C:11]=1[CH3:12] |f:2.3.4,^1:41,60|. Reported procedure: A screw-cap vial was charged with 2,4-dichloro-5,7-difluoro-3-methylquinoline (600 mg, 2.42 mmol), 5-(methylthio)pyridin-3-ylboronic acid (429 mg, 2.54 mmol), dichlorobis(triphenylphosphine)palladium (II) (170 mg, 0.24 mmol), sodium carbonate (769 mg, 7.26 mmol), 1,4-dioxane (6.5 mL), and water (1.6 mL). The mixture was stirred at 95° C. for 2 h, then cooled to rt and partitioned between EtOAc and water. The organic layer was washed with brine, dried over magnesium sulfate, and cond. The crude p... RXN SMILES: [Br:13][CH2:14][c:15]1[cH:16][cH:17][cH:18][cH:19][cH:20]1.[C:21](=[O:22])([O-:23])[O-:24].[CH3:1][O:2][c:3]1[c:4]([OH:12])[cH:5][c:6]([N+:9](=[O:10])[O-:11])[cH:7][cH:8]1.[CH3:27][N:28]([CH3:29])[CH:30]=[O:31].[Cs+:25].[Cs+:26]>>[CH3:1][O:2][c:3]1[c:4]([O:12][CH2:14][c:15]2[cH:16][cH:17][cH:18][cH:19][cH:20]2)[cH:5][c:6]([N+:9](=[O:10])[O-:11])[cH:7][cH:8]1. The product is COc1ccc([N+](=O)[O-])cc1OCc1ccccc1. The reactants are BrCc1ccccc1, O=C([O-])[O-], COc1ccc([N+](=O)[O-])cc1O, CN(C)C=O, [Cs+], [Cs+]. The reactants are BrC(C(=O)OCC)C (ethyl 2-bromopropionate), ClC1=NC(=CC2=CC=C(C=C12)F)N(C)C1=CC=C(C=C1)O (4-[N-(1-chloro-7-fluoroisoquinolin-3-yl)-N-methylamino]phenol), C([O-])([O-])=O.[K+].[K+] (potassium carbonate), C(C)C(=O)C (methyl ethyl ketone). Run in ClCCl (dichloromethane). Yields the product ClC1=NC(=CC2=CC=C(C=C12)F)N(C)C1=CC=C(OC(C(=O)OCC)C)C=C1 (ethyl 2-{4-[N-(1-chloro-7-fluoroisoquinolin-3-yl)-N-methylamino]phenoxy}propionate). Yield: 88.4%. RXN SMILES: Br[CH:2]([CH3:8])[C:3]([O:5][CH2:6][CH3:7])=[O:4].[Cl:9][C:10]1[C:19]2[C:14](=[CH:15][CH:16]=[C:17]([F:20])[CH:18]=2)[CH:13]=[C:12]([N:21]([C:23]2[CH:28]=[CH:27][C:26]([OH:29])=[CH:25][CH:24]=2)[CH3:22])[N:11]=1.C(=O)([O-])[O-].[K+].[K+].C(C(C)=O)C>ClCCl>[Cl:9][C:10]1[C:19]2[C:14](=[CH:15][CH:16]=[C:17]([F:20])[CH:18]=2)[CH:13]=[C:12]([N:21]([C:23]2[CH:28]=[CH:27][C:26]([O:29][CH:2]([CH3:8])[C:3]([O:5][CH2:6][CH3:7])=[O:4])=[CH:25][CH:24]=2)[CH3:22])[N:11]=1 |f:2.3.4|. Procedure details: A mixture of ethyl 2-bromopropionate (1.12 g), 4-[N-(1-chloro-7-fluoroisoquinolin-3-yl)-N-methylamino]phenol (1.70 g), anhydrous potassium carbonate (0.86 g) and methyl ethyl ketone (20 ml) was heated under reflux for a period of 3 hours. The mixture was cooled, diluted with dichloromethane, washed with water and dried over anhydrous magnesium sulfate. The solvent was removed by distillation under reduced pressure to give an oil which was purified by column chromatography over silica gel (eluant... The reactants are O=C1CC[C@]2(C(C3=CC(=C(C(=C3C2=C1)Cl)Cl)OCC(=O)OCC)Cl)CCC (Ethyl [(3-oxo-9a(R)-propyl-2,3,9,9a-tetrahydro-5,6,9-trichloro-1H-fluoren-7-yl)oxy]acetate), [OH-].[Na+] (sodium hydroxide). Reported procedure: Ethyl [(3-oxo-9a(R)-propyl-2,3,9,9a-tetrahydro-5,6,9-trichloro-1H-fluoren-7-yl)oxy]acetate (4.31 g, 0.01 mole) was stirred with ethanol (50 ml) and 1N sodium hydroxide (15 ml) for 12 hours at 25° C. The solution was evaporated in vacuo and the residue dissolved in water. Acidification with hydrochloric acid gave [(3-oxo-9a(R)-propyl-2,3,9,9a-tetrahydro-5,6,9-trichloro-1H-fluoren-7-yl)oxy]acetic acid which was purified by column chromatography on silica gel (400 g) eluting with methylene chloride... Solvent: C(C)O (ethanol). Reaction SMILES: [O:1]=[C:2]1[CH:14]=[C:13]2[C@:5]([CH2:25][CH2:26][CH3:27])([CH:6]([Cl:24])[C:7]3[C:12]2=[C:11]([Cl:15])[C:10]([Cl:16])=[C:9]([O:17][CH2:18][C:19]([O:21]CC)=[O:20])[CH:8]=3)[CH2:4][CH2:3]1.[OH-].[Na+]>C(O)C>[ClH:15].[O:1]=[C:2]1[CH:14]=[C:13]2[C@:5]([CH2:25][CH2:26][CH3:27])([CH:6]([Cl:24])[C:7]3[C:12]2=[C:11]([Cl:15])[C:10]([Cl:16])=[C:9]([O:17][CH2:18][C:19]([OH:21])=[O:20])[CH:8]=3)[CH2:4][CH2:3]1 |f:1.2|. The product is Cl (hydrochloric acid), O=C1CC[C@]2(C(C3=CC(=C(C(=C3C2=C1)Cl)Cl)OCC(=O)O)Cl)CCC ([(3-oxo-9a(R)-propyl-2,3,9,9a-tetrahydro-5,6,9-trichloro-1H-fluoren-7-yl)oxy]acetic acid). Run in CN(C=O)C (dimethylformamide). Procedure details: A solution of 5.8 g (19 mmol) of N-phthaloylglycine in 30 ml of dimethylformamide was treated at room temperature with 3.2 g (19.75 mmol) of 1,1'-carbonyldiimidazole and the mixture was subsequently heated to 50°. After 30 minutes the mixture was cooled to room temperature, 5.6 g (19.63 mmol) of (S)-8-oxo-11,11 a-dihydro-8H,10H-azeto[1,2-a]imidazo[5,1-c]thieno-[3,2-e][1,4]diazepine-1-carboxylic acid hydrazide were added thereto and the mixture was stirred at room temperature for 12 hours. The su... Product: O=C1N(C(C2=CC=CC=C12)=O)CC(=O)NNC(=O)C=1N=CN2C1[C@H]1N(C(C3=C2C=CS3)=O)CC1 ((S)-N'-(1,3-dioxo-2,3-dihydro-1H-isoindol-2-ylacetyl)-8-oxo-11,11a-dihydro-8H,10H-azeto [1,2-a]imidazo[5,1-c]thieno[3,2-e][1,4]diazepine-1-carboxylic acid hydrazide). Reactants: C1=CC=C2C(=C1)C(=O)N(C2=O)CC(=O)O (N-phthaloylglycine), C(=O)(N1C=NC=C1)N1C=NC=C1 (1,1'-carbonyldiimidazole), O=C1C2=C(N3C([C@H]4N1CC4)=C(N=C3)C(=O)NN)C=CS2 ((S)-8-oxo-11,11 a-dihydro-8H,10H-azeto[1,2-a]imidazo[5,1-c]thieno-[3,2-e][1,4]diazepine-1-carboxylic acid hydrazide). Reaction conditions: time 12 hour. Isolated yield 96.1%. Reaction SMILES: [CH:1]1[CH:6]=[C:5]2[C:7]([N:9]([CH2:12][C:13]([OH:15])=O)[C:10](=[O:11])[C:4]2=[CH:3][CH:2]=1)=[O:8].C(N1C=CN=C1)(N1C=CN=C1)=O.[O:28]=[C:29]1[N:35]2[CH2:36][CH2:37][C@H:34]2[C:33]2=[C:38]([C:41]([NH:43][NH2:44])=[O:42])[N:39]=[CH:40][N:32]2[C:31]2[CH:45]=[CH:46][S:47][C:30]1=2>CN(C)C=O>[O:11]=[C:10]1[C:4]2[C:5](=[CH:6][CH:1]=[CH:2][CH:3]=2)[C:7](=[O:8])[N:9]1[CH2:12][C:13]([NH:44][NH:43][C:41]([C:38]1[N:39]=[CH:40][N:32]2[C:31]3[CH:45]=[CH:46][S:47][C:30]=3[C:29](=[O:28])[N:35]3[CH2:36][CH2:37][C@H:34]3[C:33]=12)=[O:42])=[O:15].